From a dataset of the Open Reaction Database (ORD), a public repository of structured organic reaction records. describe an organic reaction: reactants, conditions, products, and yield The reactants are FC1=CC=C(C=C1)C(CCC=C)O (1-(4-fluoro-phenyl)-pent-4-en-1-ol), [Cr](=O)(=O)([O-])Cl (chlorochromate). Run in ClCCl (dichloromethane). Run at time 16 hour. Yields the product FC1=CC=C(C=C1)C(CCC=C)=O (1-(4-fluoro-phenyl)-pent-4-en-1-one). Isolated yield 96.4%. Reaction SMILES: [F:1][C:2]1[CH:7]=[CH:6][C:5]([CH:8]([OH:13])[CH2:9][CH2:10][CH:11]=[CH2:12])=[CH:4][CH:3]=1.[Cr](Cl)([O-])(=O)=O>ClCCl>[F:1][C:2]1[CH:3]=[CH:4][C:5]([C:8](=[O:13])[CH2:9][CH2:10][CH:11]=[CH2:12])=[CH:6][CH:7]=1. Procedure details: To a stirred solution of 1-(4-fluoro-phenyl)-pent-4-en-1-ol (4.9 g) in dichloromethane (5 ml) was added pyridimium chlorochromate (7.033 g). The reaction mixture was stirred for 16 hours at room temperature. Silica gel was added and the solvent was evaporated. Column chromatography (SiO2; heptane/EtOAc 4:1) gave 1-(4-fluoro-phenyl)-pent-4-en-1-one (4.67 g, 96%) as a light yellow liquid.MS (EI): 178.0 ([M+H]+)), 123.0 (F—C6H4CO+) Starting materials: NC1=C(C=C(C=C1Cl)S(=O)(=O)NC(C(=O)N1C(CC(CC1)C)C(=O)OCC)CC1=CC2=C(NC=N2)C=C1)Cl (4-amino-N-[1-(1H-benzimidazol-5-yl-methyl)-2-(2-carbethoxy-4-methyl-piperidin-1-yl)-2-oxo-ethyl]-3,5-dichloro-benzenesulphonamide), [OH-].[Na+] (sodium hydroxide). The product is NC1=C(C=C(C=C1Cl)S(=O)(=O)NC(C(=O)N1C(CC(CC1)C)C(=O)O)CC1=CC2=C(NC=N2)C=C1)Cl (4-Amino-N-[1-(1H-benzimidazol-5-yl-methyl)-2-(2-carboxy-4-methyl-piperidin-1-yl)-2-oxo-ethyl]-3,5-dichlorobenzenesulphonamide). Reaction SMILES: [NH2:1][C:2]1[C:7]([Cl:8])=[CH:6][C:5]([S:9]([NH:12][CH:13]([CH2:28][C:29]2[CH:37]=[CH:36][C:32]3[NH:33][CH:34]=[N:35][C:31]=3[CH:30]=2)[C:14]([N:16]2[CH2:21][CH2:20][CH:19]([CH3:22])[CH2:18][CH:17]2[C:23]([O:25]CC)=[O:24])=[O:15])(=[O:11])=[O:10])=[CH:4][C:3]=1[Cl:38].[OH-].[Na+]>>[NH2:1][C:2]1[C:7]([Cl:8])=[CH:6][C:5]([S:9]([NH:12][CH:13]([CH2:28][C:29]2[CH:37]=[CH:36][C:32]3[NH:33][CH:34]=[N:35][C:31]=3[CH:30]=2)[C:14]([N:16]2[CH2:21][CH2:20][CH:19]([CH3:22])[CH2:18][CH:17]2[C:23]([OH:25])=[O:24])=[O:15])(=[O:10])=[O:11])=[CH:4][C:3]=1[Cl:38] |f:1.2|. Procedure: Prepared by hydrolysis of 4-amino-N-[1-(1H-benzimidazol-5-yl-methyl)-2-(2-carbethoxy-4-methyl-piperidin-1-yl)-2-oxo-ethyl]-3,5-dichloro-benzenesulphonamide in the presence of 1N sodium hydroxide solution analogously to Example 24. Starting materials: NC=1C=NC=CC1NC1=CC=C(C=C1)C#N (3-amino-4-(4'-cyanophenyl)aminopyridine), C(C)C(C([O-])([O-])[O-])(CC)CC (triethyl-orthoacetate). Solvent: C(C)(=O)OC(C)=O (acetic anhydride). Yields the product C(#N)C1=CC=C(C=C1)N1C(=NC=2C=NC=CC21)C (1-(4-cyanophenyl)-2-methylimidazo[4,5-c]pyridine). RXN SMILES: [NH2:1][C:2]1[CH:3]=[N:4][CH:5]=[CH:6][C:7]=1[NH:8][C:9]1[CH:14]=[CH:13][C:12]([C:15]#[N:16])=[CH:11][CH:10]=1.[CH2:17](C(CC)(CC)C([O-])([O-])[O-])[CH3:18]>C(OC(=O)C)(=O)C>[C:15]([C:12]1[CH:13]=[CH:14][C:9]([N:8]2[C:7]3[CH:6]=[CH:5][N:4]=[CH:3][C:2]=3[N:1]=[C:17]2[CH3:18])=[CH:10][CH:11]=1)#[N:16]. Reported procedure: A mixture of 3-amino-4-(4'-cyanophenyl)aminopyridine (9.31 g, 44.3 mmol), triethyl-orthoacetate (40 ml) and acetic anhydride (30 ml) was heated at reflux for 2 hours under nitrogen, cooled, then concentrated under reduced pressure. The brown residue was dissolved in 1M hydrochloric acid and washed with ethyl acetate (200 ml). The aqueous layer was rendered basic with saturated aqueous ammonia and extracted with dichloromethane (3×200 ml). The combined extracts were washed with water, dried (MgSO... Starting materials: CN(C)C=O, CCO, Fc1ccc2c(N3CCNCC3)n[nH]c2c1, c1cc(OCC2CO2)cc(-c2noc3ncccc23)c1. The product is OC(COc1cccc(-c2noc3ncccc23)c1)CN1CCN(c2n[nH]c3cc(F)ccc23)CC1. As a reaction SMILES: [CH3:37][N:38]([CH3:39])[CH:40]=[O:41].[CH3:42][CH2:43][OH:44].[F:21][c:22]1[cH:23][cH:24][c:25]2[c:26]([N:31]3[CH2:32][CH2:33][NH:34][CH2:35][CH2:36]3)[n:27][nH:28][c:29]2[cH:30]1.[O:1]1[CH:2]([CH2:4][O:5][c:6]2[cH:7][c:8](-[c:12]3[n:13][o:14][c:15]4[n:16][cH:17][cH:18][cH:19][c:20]34)[cH:9][cH:10][cH:11]2)[CH2:3]1>>[OH:1][CH:2]([CH2:3][N:34]1[CH2:33][CH2:32][N:31]([c:26]2[c:25]3[cH:24][cH:23][c:22]([F:21])[cH:30][c:29]3[nH:28][n:27]2)[CH2:36][CH2:35]1)[CH2:4][O:5][c:6]1[cH:7][c:8](-[c:12]2[n:13][o:14][c:15]3[n:16][cH:17][cH:18][cH:19][c:20]23)[cH:9][cH:10][cH:11]1. The reactants are C(C)(C)OC(CC1=NC(=NO1)C(C1=CC=C(C=C1)OC)=O)=O (isopropyl[3-(4-methoxybenzoyl)-1,2,4-oxadiazol-5-yl]acetate), OS(=O)(=O)O (H2SO4), ester. Reaction SMILES: C([O:4][C:5](=[O:22])[CH2:6][C:7]1[O:11][N:10]=[C:9]([C:12](=[O:21])[C:13]2[CH:18]=[CH:17][C:16]([O:19][CH3:20])=[CH:15][CH:14]=2)[N:8]=1)(C)C.OS(O)(=O)=O>>[CH3:20][O:19][C:16]1[CH:17]=[CH:18][C:13]([C:12]([C:9]2[N:8]=[C:7]([CH2:6][C:5]([OH:22])=[O:4])[O:11][N:10]=2)=[O:21])=[CH:14][CH:15]=1. Run in ice water. Product: COC1=CC=C(C(=O)C2=NOC(=N2)CC(=O)O)C=C1 ([3-(4-Methoxybenzoyl)-1,2,4-oxadiazol-5-yl]acetic acid). Procedure: Finely powdered isopropyl[3-(4-methoxybenzoyl)-1,2,4-oxadiazol-5-yl]acetate (13.5 g) was added in portions over 15 minutes to concentrated H2SO4 (1000 ml) with mechanical stirring. The mixture was stirred an additional 15 minutes until the ester dissolved. The resulting solution was added slowly to ice water (6 liters) with stirring. The precipitated solid was filtered and dissolved in Et2O (1500 ml). The organic phase was washed with water until neutral, saturated NaCl, dried over Na2SO4, and c... Isolated yield 94.6%. Reactants: ClC=1C(=NC(=NC1)NC1=C(C=C(C(=C1)[N+](=O)[O-])F)OC)C=1C=NN2C1C=CC=C2 (5-chloro-N-(4-fluoro-2-methoxy-5-nitrophenyl)-4-pyrazolo[1,5-a]pyridin-3-ylpyrimidin-2-amine), ClC=1C(=NC(=NC1)NC1=C(C=C(C(=C1)[N+](=O)[O-])F)OC)C=1C=NN2C1C=CC=C2 (5-chloro-N-(4-fluoro-2-methoxy-5-nitrophenyl)-4-pyrazolo[1,5-a]pyridin-3-ylpyrimidin-2-amine), CNCCN1CCOCC1 (N-methyl-2-morpholinoethanamine), CCN(C(C)C)C(C)C (DIPEA). Solvent: CC(=O)N(C)C (DMA), CO (CH3OH). Reaction conditions: temperature 140 celsius. Product: ClC=1C(=NC(=NC1)NC1=C(C=C(C(=C1)[N+](=O)[O-])N(CCN1CCOCC1)C)OC)C=1C=NN2C1C=CC=C2 (N-(5-Chloro-4-pyrazolo[1,5-a]pyridin-3-ylpyrimidin-2-yl)-2-methoxy-N′-methyl-N′-(2-morpholin-4-ylethyl)-5-nitrobenzene-1,4-diamine). Isolated yield 106.1%. RXN SMILES: [Cl:1][C:2]1[C:3]([C:21]2[CH:22]=[N:23][N:24]3[CH:29]=[CH:28][CH:27]=[CH:26][C:25]=23)=[N:4][C:5]([NH:8][C:9]2[CH:14]=[C:13]([N+:15]([O-:17])=[O:16])[C:12](F)=[CH:11][C:10]=2[O:19][CH3:20])=[N:6][CH:7]=1.[CH3:30][NH:31][CH2:32][CH2:33][N:34]1[CH2:39][CH2:38][O:37][CH2:36][CH2:35]1.CCN(C(C)C)C(C)C>CC(N(C)C)=O.CO>[Cl:1][C:2]1[C:3]([C:21]2[CH:22]=[N:23][N:24]3[CH:29]=[CH:28][CH:27]=[CH:26][C:25]=23)=[N:4][C:5]([NH:8][C:9]2[CH:14]=[C:13]([N+:15]([O-:17])=[O:16])[C:12]([N:31]([CH3:30])[CH2:32][CH2:33][N:34]3[CH2:39][CH2:38][O:37][CH2:36][CH2:35]3)=[CH:11][C:10]=2[O:19][CH3:20])=[N:6][CH:7]=1. Reported procedure: 5-Chloro-N-(4-fluoro-2-methoxy-5-nitrophenyl)-4-pyrazolo[1,5-a]pyridin-3-ylpyrimidin-2-amine (Intermediate 20, 311 mg, 0.75 mmol), N-methyl-2-morpholinoethanamine (130 mg, 0.90 mmol) and DIPEA (0.157 mL, 0.90 mmol) were dissolved in DMA (3 mL) and sealed into a microwave tube. The mixture was heated to 140° C. for 0.75 h in the microwave then cooled to r.t. The mixture was then diluted with CH3OH and purified by ion exchange chromatography, using an SCX column and eluting with 1:1 7N methanolic ... Reactants: CC1=C(C=C(C(=O)NC2=CC(=CC(=C2)C(F)(F)F)N2C=NC(=C2)C)C=C1)NC1=NC=CC(=N1)C=1C=NC=CC1 (4-methyl-N-[3-(4-methyl-imidazol-1-yl)-5-trifluoromethyl-phenyl]-3-(4-pyridin-3-yl-pyrimidin-2-ylamino)-benzamide), P(O)(O)O (phosphorous acid). Run in CO (methanol). Run at temperature 64 celsius, time 30 minute. The product is P(=O)(O)(O)O.CC1=C(C=C(C(=O)NC2=CC(=CC(=C2)C(F)(F)F)N2C=NC(=C2)C)C=C1)NC1=NC=CC(=N1)C=1C=NC=CC1 (4-methyl-N-[3-(4-methyl-imidazol-1-yl)-5-trifluoromethyl-phenyl]-3-(4-pyridin-3-yl-pyrimidin-2-ylamino)-benzamide monophosphate salt). RXN SMILES: [CH3:1][C:2]1[CH:26]=[CH:25][C:5]([C:6]([NH:8][C:9]2[CH:14]=[C:13]([C:15]([F:18])([F:17])[F:16])[CH:12]=[C:11]([N:19]3[CH:23]=[C:22]([CH3:24])[N:21]=[CH:20]3)[CH:10]=2)=[O:7])=[CH:4][C:3]=1[NH:27][C:28]1[N:33]=[C:32]([C:34]2[CH:35]=[N:36][CH:37]=[CH:38][CH:39]=2)[CH:31]=[CH:30][N:29]=1.[P:40]([OH:43])([OH:42])[OH:41]>CO>[P:40]([OH:7])([OH:43])([OH:42])=[O:41].[CH3:1][C:2]1[CH:26]=[CH:25][C:5]([C:6]([NH:8][C:9]2[CH:14]=[C:13]([C:15]([F:16])([F:17])[F:18])[CH:12]=[C:11]([N:19]3[CH:23]=[C:22]([CH3:24])[N:21]=[CH:20]3)[CH:10]=2)=[O:7])=[CH:4][C:3]=1[NH:27][C:28]1[N:33]=[C:32]([C:34]2[CH:35]=[N:36][CH:37]=[CH:38][CH:39]=2)[CH:31]=[CH:30][N:29]=1 |f:3.4|. Procedure: To a 1 L round-bottom flask equipped with a mechanical stirrer, a thermometer, and a condenser, 4 g of 4-methyl-N-[3-(4-methyl-imidazol-1-yl)-5-trifluoromethyl-phenyl]-3-(4-pyridin-3-yl-pyrimidin-2-ylamino)-benzamide free base and 500 mL of methanol were charged. The slurry was stirred and heated to 64° C. and held at that temperature for ˜30 minutes. To the resulting clear solution, 7.5 mL of 1 M phosphorous acid solution (in methanol) was added. The mixture was stirred at 64° C. for one hour, ...